From a dataset of the Open Reaction Database (ORD), a public repository of structured organic reaction records. describe an organic reaction: reactants, conditions, products, and yield Starting materials: Cc1ccccc1, C1CCOC1, O=C(O)c1ccc2[nH]ccc2c1. The product is OCc1ccc2[nH]ccc2c1. As a reaction SMILES: [CH3:13][c:14]1[cH:15][cH:16][cH:17][cH:18][cH:19]1.[O:20]1[CH2:21][CH2:22][CH2:23][CH2:24]1.[nH:1]1[cH:2][cH:3][c:4]2[cH:5][c:6]([C:10](=[O:11])[OH:12])[cH:7][cH:8][c:9]12>>[nH:1]1[cH:2][cH:3][c:4]2[cH:5][c:6]([CH2:10][OH:11])[cH:7][cH:8][c:9]12.